This data is from the Open Reaction Database (ORD), a public repository of structured organic reaction records. The task is: describe an organic reaction: reactants, conditions, products, and yield The reactants are CNCCC1=CC=C(C=C1)F (N-methyl-4-fluorophenethylamine), C([O-])([O-])=O.[K+].[K+] (potassium carbonate), BrCCC(C1=CC=CC=C1)(C1=CC=CC=C1)C#N (3-bromo-1-cyano-1,1-diphenylpropane). Product: C(#N)C(CCN(C)CCC1=CC=C(C=C1)F)(C1=CC=CC=C1)C1=CC=CC=C1 (1-cyano-1,1-diphenyl-3-[N-(4-fluorophenethyl)-N-methylamino]propane). Reaction SMILES: Br[CH2:2][CH2:3][C:4]([C:17]#[N:18])([C:11]1[CH:16]=[CH:15][CH:14]=[CH:13][CH:12]=1)[C:5]1[CH:10]=[CH:9][CH:8]=[CH:7][CH:6]=1.[CH3:19][NH:20][CH2:21][CH2:22][C:23]1[CH:28]=[CH:27][C:26]([F:29])=[CH:25][CH:24]=1.C(=O)([O-])[O-].[K+].[K+]>C(#N)C>[C:17]([C:4]([C:11]1[CH:16]=[CH:15][CH:14]=[CH:13][CH:12]=1)([C:5]1[CH:10]=[CH:9][CH:8]=[CH:7][CH:6]=1)[CH2:3][CH2:2][N:20]([CH2:21][CH2:22][C:23]1[CH:28]=[CH:27][C:26]([F:29])=[CH:25][CH:24]=1)[CH3:19])#[N:18] |f:2.3.4|. Solvent: C(C)#N (acetonitrile). Procedure: A mixture containing 3-bromo-1-cyano-1,1-diphenylpropane (1.5 g)--see Preparation 4), N-methyl-4-fluorophenethylamine (0.766 g--see CA 80:PIZ0985y), anhydrous potassium carbonate (1.38 g) and acetonitrile (50 ml) was heated under reflux for 24 hours then concentrated in vacuo. The residue was dissolved in water (40 ml) and extracted with dichloromethane (3×50 ml). The combined dichloromethane extracts were dried (Na2SO4) and concentrated in vacuo to give a gum which was purified by column chroma... The reactants are CN=C=O (Methyl isocyanate), CC(=O)C (acetone), ON=C(CN(C1=C(C=CC=C1C)C)S(=O)(=O)C)C (N-[2-hydroxyiminopropyl]-2',6'-dimethylmethanesulphonanilide). Solvent: C(C)N(CC)CC (triethylamine). Conditions: time 8 hour. The product is CNC(=O)ON=C(CN(C1=C(C=CC=C1C)C)S(=O)(=O)C)C (N-[2-(methylcarbamoyloxyimino)propyl]-2',6'-dimethylmethanesulphonanilide). RXN SMILES: [CH3:1][N:2]=[C:3]=[O:4].CC(C)=O.[OH:9][N:10]=[C:11]([CH3:26])[CH2:12][N:13]([S:22]([CH3:25])(=[O:24])=[O:23])[C:14]1[C:19]([CH3:20])=[CH:18][CH:17]=[CH:16][C:15]=1[CH3:21]>C(N(CC)CC)C>[CH3:1][NH:2][C:3]([O:9][N:10]=[C:11]([CH3:26])[CH2:12][N:13]([S:22]([CH3:25])(=[O:24])=[O:23])[C:14]1[C:19]([CH3:20])=[CH:18][CH:17]=[CH:16][C:15]=1[CH3:21])=[O:4]. Reported procedure: Methyl isocyanate (1.2 ml) was added to an acetone solution of N-[2-hydroxyiminopropyl]-2',6'-dimethylmethanesulphonanilide (2.7 g) containing triethylamine (0.05 ml). The mixture was allowed to stand at room temperature overnight, then evaporated to a viscous oil which slowly solidified on standing. Recrystallisation from ethylacetate/60°-80° petrol gave colourless crystals of N-[2-(methylcarbamoyloxyimino)propyl]-2',6'-dimethylmethanesulphonanilide. Yield 3.0 g (91%). Melting point 130°-134°. Reactants: CCO, O=Cc1ccc(OC(F)(F)F)cc1, NN. Yields the product NN=Cc1ccc(OC(F)(F)F)cc1. Reaction SMILES: [CH3:16][CH2:17][OH:18].[F:3][C:4]([O:5][c:6]1[cH:7][cH:8][c:9]([CH:10]=[O:11])[cH:12][cH:13]1)([F:14])[F:15].[NH2:1][NH2:2]>>[N:1]([NH2:2])=[CH:10][c:9]1[cH:8][cH:7][c:6]([O:5][C:4]([F:3])([F:14])[F:15])[cH:13][cH:12]1. The reactants are CC=1C(=C(C(=NC1C)OC1=CC=CC=C1)N)NCCOC1=CC=CC=C1 (5,6-Dimethyl-2-phenoxy-N4-(2-phenoxyethyl)pyridine-3,4-diamine), C(C)(OCC)(OCC)OCC (triethyl orthoacetate), Cl.N1=CC=CC=C1 (pyridine HCl). Run in C1(=CC=CC=C1)C (toluene). Yields the product CC1=C(C2=C(C(=N1)OC1=CC=CC=C1)N=CN2CCOC2=CC=CC=C2)C (6,7-dimethyl-4-phenoxy-1-(2-phenoxyethyl)-1H-imidazo[4,5-c]pyridine). Reaction SMILES: [CH3:1][C:2]1[C:3]([NH:17][CH2:18][CH2:19][O:20][C:21]2[CH:26]=[CH:25][CH:24]=[CH:23][CH:22]=2)=[C:4]([NH2:16])[C:5]([O:9][C:10]2[CH:15]=[CH:14][CH:13]=[CH:12][CH:11]=2)=[N:6][C:7]=1[CH3:8].[C:27](OCC)(OCC)(OCC)C.Cl.N1C=CC=CC=1>C1(C)C=CC=CC=1>[CH3:8][C:7]1[N:6]=[C:5]([O:9][C:10]2[CH:11]=[CH:12][CH:13]=[CH:14][CH:15]=2)[C:4]2[N:16]=[CH:27][N:17]([CH2:18][CH2:19][O:20][C:21]3[CH:26]=[CH:25][CH:24]=[CH:23][CH:22]=3)[C:3]=2[C:2]=1[CH3:1] |f:2.3|. Reported procedure: 5,6-Dimethyl-2-phenoxy-N4-(2-phenoxyethyl)pyridine-3,4-diamine (2.41 g), triethyl orthoacetate (1.60 ml), toluene (20 ml), and a catalytic amount of pyridine HCl were combined and heated to reflux for 2 hours. HPLC and MS analysis indicated that the reaction was complete. The reaction mixture was allowed to cool and the resulting solid was filtered and dried. NMR analysis of the dried solid indicated a pure product. Starting materials: [H-].[Na+] (NaH), CCC(CC)O (3-pentanol), C(C=C)Br (allyl bromide). The reagents and catalysts are [I-].C(CCC)[N+](CCCC)(CCCC)CCCC (tetrabutylammonium iodide). The solvent is O1CCCC1 (tetrahydrofuran). Run at temperature 0 celsius, time 10 minute. The product is C(C=C)OC(CC)CC (3-(allyloxy)pentane). The yield is 82.3%. RXN SMILES: [H-].[Na+].[CH3:3][CH2:4][CH:5]([OH:8])[CH2:6][CH3:7].[CH2:9](Br)[CH:10]=[CH2:11]>O1CCCC1.[I-].C([N+](CCCC)(CCCC)CCCC)CCC>[CH2:11]([O:8][CH:5]([CH2:6][CH3:7])[CH2:4][CH3:3])[CH:10]=[CH2:9] |f:0.1,5.6|. Procedure: NaH (60% in oil, 2.76 g, 68.3 mmol) was added to a solution of 3-pentanol (4 g, 45.5 mmol) in tetrahydrofuran (20 mL) at 0° C. under argon atmosphere. The reaction mixture was stirred for 10 min at 0° C. followed by addition of allyl bromide (8.2 g, 68.3 mmol) and tetrabutylammonium iodide (60 mg, 0.016 mmol). The resulting mixture was stirred for 16 hrs at 23° C. before being quenched by addition of a saturated aqueous ammonium chloride solution. The organic layer was extracted with trichlorome... The reactants are FC1=CC(=C(OC(C(=O)OCC)(C)C)C=C1)C (ethyl 2-(4-fluoro-2-methylphenoxy)-2-methylpropanoate), [OH-].[Na+] (NaOH). Solvent: O1CCCC1 (tetrahydrofuran), CO (methanol), O (water). Conditions: time 8 hour. The product is FC1=CC(=C(OC(C(=O)O)(C)C)C=C1)C (2-(4-fluoro-2-methylphenoxy)-2-methylpropanoic acid). As a reaction SMILES: [F:1][C:2]1[CH:16]=[CH:15][C:5]([O:6][C:7]([CH3:14])([CH3:13])[C:8]([O:10]CC)=[O:9])=[C:4]([CH3:17])[CH:3]=1.[OH-].[Na+]>O1CCCC1.CO.O>[F:1][C:2]1[CH:16]=[CH:15][C:5]([O:6][C:7]([CH3:14])([CH3:13])[C:8]([OH:10])=[O:9])=[C:4]([CH3:17])[CH:3]=1 |f:1.2|. Reported procedure: A solution of 4-fluoro-2-methylphenol (10 g, 79.28 mmol), ethyl 2-bromoisobutyrate (23.2 mL, 158.6 mmol), potassium carbonate (21.9 g, 158.6 mmol), and DMSO (80 mL) was stirred at room temperature for 72 hours. Water and ethyl acetate were added and the layers were separated. The aqueous phase was extracted with ethyl acetate (3×50 mL) and the combined organic layers were washed with brine, dried over sodium sulfate, filtered and concentrated in vacuo. The crude compound was purified by flash co... Reactants: S(=O)(Cl)Cl (thionyl chloride), CO (methanol), N[C@H](C(=O)O)CCCNC(=O)OCC1=CC=CC=C1 ((2S)-2-amino-5-benzyloxycarbonylaminopentanoic acid). Run in C(C)(C)(C)OC (methyl tert-butyl ether). The product is Cl.N[C@H](C(=O)OC)CCCNC(=O)OCC1=CC=CC=C1 (Methyl (2S)-2-amino-5-benzyloxycarbonylaminopentanoate hydrochloride). As a reaction SMILES: S(Cl)([Cl:3])=O.[CH3:5]O.[NH2:7][C@@H:8]([CH2:12][CH2:13][CH2:14][NH:15][C:16]([O:18][CH2:19][C:20]1[CH:25]=[CH:24][CH:23]=[CH:22][CH:21]=1)=[O:17])[C:9]([OH:11])=[O:10]>C(OC)(C)(C)C>[ClH:3].[NH2:7][C@@H:8]([CH2:12][CH2:13][CH2:14][NH:15][C:16]([O:18][CH2:19][C:20]1[CH:25]=[CH:24][CH:23]=[CH:22][CH:21]=1)=[O:17])[C:9]([O:11][CH3:5])=[O:10] |f:4.5|. Procedure details: While cooling with ice, and under an argon atmosphere, 240 ml of thionyl chloride are added dropwise to 300 ml of abs. methanol, after which 40 g (150 mmol) of (2S)-2-amino-5-benzyloxycarbonylaminopentanoic acid (1.1) are added and the mixture is allowed to react at room temperature for 3 h and at 4° C. overnight. The solution is poured into methyl tert-butyl ether, the solvent is decanted off and the residue is triturated with diethyl ether. After filtering off with suction, 29.14 g (61%) of (1... Starting materials: Cl.C1=CC=CC2=NC3=CC=CC=C3C(=C12)C(=O)O (acridine-9-carboxylic acid hydrochloride), S(=O)(Cl)Cl (thionyl chloride). Run at temperature 110 celsius. Yields the product Cl.C1=CC=CC2=NC3=CC=CC=C3C(=C12)C(=O)Cl (acridine-9-carbonyl chloride hydrochloride). Reaction SMILES: [ClH:1].[CH:2]1[C:15]2[C:6](=[N:7][C:8]3[C:13]([C:14]=2[C:16]([OH:18])=O)=[CH:12][CH:11]=[CH:10][CH:9]=3)[CH:5]=[CH:4][CH:3]=1.S(Cl)([Cl:21])=O>>[ClH:21].[CH:2]1[C:15]2[C:6](=[N:7][C:8]3[C:13]([C:14]=2[C:16]([Cl:1])=[O:18])=[CH:12][CH:11]=[CH:10][CH:9]=3)[CH:5]=[CH:4][CH:3]=1 |f:0.1,3.4|. Procedure details: A mixture of acridine-9-carboxylic acid hydrochloride (74 mg, 0.33 mmol) in thionyl chloride (3 ml, 41.1 mmol) was refluxed at 110° C. under nitrogen for 2 hours. After cooling, the solution was evaporated under reduced pressure to dryness. The solid was washed with anhydrous diethyl ether (5 ml) to give acridine-9-carbonyl chloride hydrochloride. This acid chloride was dissolved in anhydrous pyridine (4 ml), followed by addition of benzyl 3,5-diisopropyl-4-hydroxy-benzoate (102 mg, 0.33 mmol) a... The reactants are ClC1(C(NC2=CC=C(C=C12)C=1C(=NOC1C)C)=O)C1=CC=CC=C1 (3-chloro-5-(3,5-dimethylisoxazol-4-yl)-3-phenylindolin-2-one), CCN(C(C)C)C(C)C (DIPEA), N1(CCNCC1)C(=O)OC(C)(C)C (tert-butyl piperazine-1-carboxylate). RXN SMILES: Cl[C:2]1([C:19]2[CH:24]=[CH:23][CH:22]=[CH:21][CH:20]=2)[C:10]2[C:5](=[CH:6][CH:7]=[C:8]([C:11]3[C:12]([CH3:17])=[N:13][O:14][C:15]=3[CH3:16])[CH:9]=2)[NH:4][C:3]1=[O:18].CCN(C(C)C)C(C)C.[N:34]1([C:40]([O:42][C:43]([CH3:46])([CH3:45])[CH3:44])=[O:41])[CH2:39][CH2:38][NH:37][CH2:36][CH2:35]1>C1COCC1.O>[CH3:17][C:12]1[C:11]([C:8]2[CH:9]=[C:10]3[C:5](=[CH:6][CH:7]=2)[NH:4][C:3](=[O:18])[C:2]3([N:37]2[CH2:36][CH2:35][N:34]([C:40]([O:42][C:43]([CH3:46])([CH3:45])[CH3:44])=[O:41])[CH2:39][CH2:38]2)[C:19]2[CH:20]=[CH:21][CH:22]=[CH:23][CH:24]=2)=[C:15]([CH3:16])[O:14][N:13]=1. Conditions: time 0.5 hour. Yield: 96.2%. Procedure details: 676 mg (2.0 mmol) of 3-chloro-5-(3,5-dimethylisoxazol-4-yl)-3-phenylindolin-2-one and 774 mg (6.0 mmol) of DIPEA were dissolved in 20 ml of THF, after the addition of 774 mg (4.0 mmol) of tert-butyl piperazine-1-carboxylate, the reaction solution was stirred for 0.5 h at room temperature. Subsequently, the solution was diluted with water. The aqueous phase was extracted with CH2Cl2 (2×30 mL). The combined organic phases were washed with aqueous NaHCO3 and with water, dried and concentrated in va... The solvent is O (water), C1CCOC1 (THF). The product is CC1=NOC(=C1C=1C=C2C(C(NC2=CC1)=O)(C1=CC=CC=C1)N1CCN(CC1)C(=O)OC(C)(C)C)C (tert-butyl 4-(5-(3,5-dimethylisoxazol-4-yl)-2-oxo-3-phenylindolin-3-yl)piperazine-1-carboxylate).